From a dataset of the Open Reaction Database (ORD), a public repository of structured organic reaction records. describe an organic reaction: reactants, conditions, products, and yield Reactants: C(C1=CC=CC=C1)(=O)[O-].[Na+] (sodium benzoate), CN(C=O)C (dimethylformamide). Reaction conditions: time 25 minute. Yields the product [C@H]12[C@H](O)C=C[C@H](O1)CO2 (1,6-anhydro-3,4-dideoxy-β-D-erythro-hex-3-enopyranose). As a reaction SMILES: [C:1]([O-:9])(=[O:8])[C:2]1C=[CH:6][CH:5]=[CH:4][CH:3]=1.[Na+].CN(C)C=[O:14]>>[C@@H:1]12[O:9][CH2:6][C@@H:5]([O:8]1)[CH:4]=[CH:3][C@H:2]2[OH:14] |f:0.1|. Procedure: 10.5 g of 1,6-anhydro-3,4-dideoxy-2-O-(p-toluene)sulfonyl-β-D-threo-hex-3-enopyranose obtained in the above reaction, was dissolved in 100 ml of dried dimethylformamide, and 6 g of sodium benzoate was added thereto. The mixture was refluxed under heating for 30 minutes. The solvent was distilled off under reduced pressure, and 200 ml of water was added to the residue. The mixture was extracted with 300 ml of chloroform. The organic layer was washed once with 200 ml of a saturated sodium hydrogen... Reactants: ice water, ClC=1N=CC=C2C1SC=C2 (7-chloro-thieno[2,3-c]pyridine), O.S.[Na] (sodium hydrogen sulfide monohydrate), O.S.[Na] (sodium hydrogen sulfide monohydrate), Cl (hydrochloric acid). Solvent: CN(C=O)C (dimethylformamide). Yields the product S1C=CC2=C1C(NC=C2)=S (thieno[2,3-c]pyridine-7(6H)-thione). RXN SMILES: Cl[C:2]1[N:3]=[CH:4][CH:5]=[C:6]2[CH:10]=[CH:9][S:8][C:7]=12.O.[SH2:12].[Na].Cl>CN(C)C=O>[S:8]1[C:7]2[C:2](=[S:12])[NH:3][CH:4]=[CH:5][C:6]=2[CH:10]=[CH:9]1 |f:1.2.3,^1:12|. Procedure: (adc) 4.85 g of 7-chloro-thieno[2,3-c]pyridine were dissolved in 15 ml of dimethylformamide and 3.18 g of sodium hydrogen sulfide monohydrate were added under argon. The mixture was heated to 110°-115° for one hour, an additional 1.06 g of sodium hydrogen sulfide monohydrate were added and the mixture was held at the temperature indicated above for an additional hour. The mixture was poured on to 150 ml of ice-water and acidified with 1N aqueous hydrochloric acid solution. After stirring at 2° f... Starting materials: CN1CC=2N(C3=C(C1=O)C=CC=C3)C=NC2C=O (5,6-dihydro-5-methyl-6-oxo-4H-imidazo[1,5-a][1,4]benzodiazepine-3-carboxaldehyde), [Mg] (magnesium), ice water, C(C)I (ethyl iodide), [Mg] (magnesium). Reagents/catalysts: C(C)I (ethyl iodide). The solvent is O1CCCC1 (tetrahydrofuran), C(C)OCC (diethyl ether), C(C)OCC (diethyl ether). The product is OC(CC)C=1N=CN2C1CN(C(C1=C2C=CC=C1)=O)C (4,5-dihydro-3-(1-hydroxypropyl)-5-methyl-6H-imidazo[1,5-a][1,4]benzodiazepin-6-one). Reaction SMILES: [Mg].[CH2:2](I)[CH3:3].[CH3:5][N:6]1[C:12](=[O:13])[C:11]2[CH:14]=[CH:15][CH:16]=[CH:17][C:10]=2[N:9]2[CH:18]=[N:19][C:20]([CH:21]=[O:22])=[C:8]2[CH2:7]1>C(I)C.C(OCC)C.O1CCCC1>[OH:22][CH:21]([C:20]1[N:19]=[CH:18][N:9]2[C:10]3[CH:17]=[CH:16][CH:15]=[CH:14][C:11]=3[C:12](=[O:13])[N:6]([CH3:5])[CH2:7][C:8]=12)[CH2:2][CH3:3]. Procedure details: 1.22 g (50.2 mmol) of magnesium shavings are covered with 60 ml of absolute diethyl ether under an argon atmosphere and treated with 2-3 drops of ethyl iodide. When the Grignard reaction starts, a solution of 4.3 ml (51 mmol) of ethyl iodide in 10 ml of absolute diethyl ether is added dropwise at the boiling point. After the magnesium has dissolved completely, the mixture is treated dropwise with a solution, warmed to 30° C., of 0.65 g (40 mmol) of 5,6-dihydro-5-methyl-6-oxo-4H-imidazo[1,5-a][1,... Reactants: aqueous solution, [OH-].[Na+] (sodium hydroxide), C(C)(C)(C)C1=C(C=C(C=C1)C(=O)OC)NC(CC(CCCCC)C1=C(C=C(C=C1)OC)OC)=O (N-(2-t-butyl-5-methoxycarbonylphenyl)-3-(2,4-dimethoxyphenyl)octanamide). The solvent is CO (methanol). Product: C(C)(C)(C)C1=C(C=C(C=C1)C(=O)O)NC(CC(CCCCC)C1=C(C=C(C=C1)OC)OC)=O (N-(2-t-Butyl-5-carboxyphenyl)-3-(2,4-dimethoxyphenyl)octanamide). Yield: 71.3%. Reaction SMILES: [OH-].[Na+].[C:3]([C:7]1[CH:12]=[CH:11][C:10]([C:13]([O:15]C)=[O:14])=[CH:9][C:8]=1[NH:17][C:18](=[O:36])[CH2:19][CH:20]([C:26]1[CH:31]=[CH:30][C:29]([O:32][CH3:33])=[CH:28][C:27]=1[O:34][CH3:35])[CH2:21][CH2:22][CH2:23][CH2:24][CH3:25])([CH3:6])([CH3:5])[CH3:4]>CO>[C:3]([C:7]1[CH:12]=[CH:11][C:10]([C:13]([OH:15])=[O:14])=[CH:9][C:8]=1[NH:17][C:18](=[O:36])[CH2:19][CH:20]([C:26]1[CH:31]=[CH:30][C:29]([O:32][CH3:33])=[CH:28][C:27]=1[O:34][CH3:35])[CH2:21][CH2:22][CH2:23][CH2:24][CH3:25])([CH3:4])([CH3:5])[CH3:6] |f:0.1|. Reported procedure: 3.5 ml (7.0 mmol) of a 2 N aqueous solution of sodium hydroxide were added to a solution of 1.64 g (3.48 mmol) of N-(2-t-butyl-5-methoxycarbonylphenyl)-3-(2,4-dimethoxyphenyl)octanamide (prepared as described in Preparation 6) in 30 ml of methanol, and the resulting mixture was heated under reflux for 2 hours, after which the solvent was removed by distillation under reduced pressure. The residue was acidified with 2 N aqueous hydrochloric acid and extracted with ethyl acetate. The extract was w... Reactants: NCC(=O)O (glycine), [OH-].[Al+3].[OH-].[OH-] (aluminum hydroxide), 2/3, S(=O)(=O)([O-])[O-].[Al+3].S(=O)(=O)([O-])[O-].S(=O)(=O)([O-])[O-].[Al+3] (aluminum sulfate), Al(OH)2SO4, C([O-])([O-])=O.[Mg+2] (magnesium carbonate), [N+](=O)([O-])[O-] (nitrate). Solvent: O (water). Reaction conditions: temperature 75 celsius. The product is NCC(=O)[O-].[Mg+2].NCC(=O)[O-] (Magnesium glycinate). Reaction SMILES: [NH2:1][CH2:2][C:3]([OH:5])=[O:4].C(=O)([O-])[O-].[Mg+2:10].[N+]([O-])([O-])=O.[OH-].[Al+3].[OH-].[OH-].S([O-])([O-])(=O)=O.[Al+3].S([O-])([O-])(=O)=O.S([O-])([O-])(=O)=O.[Al+3]>O>[NH2:1][CH2:2][C:3]([O-:5])=[O:4].[Mg+2:10].[NH2:1][CH2:2][C:3]([O-:5])=[O:4] |f:1.2,4.5.6.7,8.9.10.11.12,14.15.16|. Reported procedure: Magnesium glycinate was prepared by reacting 5 grams of glycine with 3.1 grams of basic magnesium carbonate (26.3% Mg) in 15 grams of water. The mixture was heated at 75° C. for 1/2 hour with agitation. The hot solution was then added to 113 grams of zirconyl nitrate (7.9% Zr) with stirring. After the addition of 1.5 grams of aluminum hydroxide powder (28.8% Al), the mixture was reacted with agitation at 75° C. for 1/2 hour. To the resultant clear solution was added 7.9 grams of 2/3 basic alumin...